Dataset: the Open Reaction Database (ORD), a public repository of structured organic reaction records. Task: describe an organic reaction: reactants, conditions, products, and yield Reactants: ClC1=CC(=C(C(=O)Cl)C=C1)I (4-chloro-2-iodobenzoyl chloride), COC(C[C@H]1CCN2C1=CC=1C(=CC(=CC21)F)C(C)C)=O (methyl[(1R)-6-fluoro-8-isopropyl-2,3-dihydro-1H-pyrrolo[1,2-a]indol-1-yl]acetate). The product is ClC1=CC(=C(C(=O)C2=C3N(C=4C=C(C=C(C24)C(C)C)F)CC[C@@H]3CC(=O)O)C=C1)I ([(1R)-9-(4-CHLORO-2-IODOBENZOYL)-6-FLUORO-8-ISOPROPYL-2,3-DIHYDRO-1H-PYRROLO[1,2-a]INDOL-1-yl]ACETIC ACID). As a reaction SMILES: [Cl:1][C:2]1[CH:10]=[CH:9][C:5]([C:6](Cl)=[O:7])=[C:4]([I:11])[CH:3]=1.C[O:13][C:14](=[O:32])[CH2:15][C@@H:16]1[C:20]2=[CH:21][C:22]3[C:23]([CH:29]([CH3:31])[CH3:30])=[CH:24][C:25]([F:28])=[CH:26][C:27]=3[N:19]2[CH2:18][CH2:17]1>>[Cl:1][C:2]1[CH:10]=[CH:9][C:5]([C:6]([C:21]2[C:22]3[C:23]([CH:29]([CH3:30])[CH3:31])=[CH:24][C:25]([F:28])=[CH:26][C:27]=3[N:19]3[CH2:18][CH2:17][C@H:16]([CH2:15][C:14]([OH:32])=[O:13])[C:20]=23)=[O:7])=[C:4]([I:11])[CH:3]=1. Reported procedure: Starting from 4-chloro-2-iodobenzoyl chloride (542 mg, 1.8 mmol) and methyl[(1R)-6-fluoro-8-isopropyl-2,3-dihydro-1H-pyrrolo[1,2-a]indol-1-yl]acetate (Example 44A, Step 1, 173 mg, 0.6 mmol), the title compound was synthesized following the procedures described in Step 1 of Example 61 and Step 10 of Example 7. The product is COC(CC1=CC(=CC=C1)OC1=C(C=C(C=C1)Br)CN1C(O[C@H]([C@H]1C)C1=CC=CC=C1)=O)=O ({3-[4-Bromo-2-((4R,5S)-4-methyl-2-oxo-5-phenyl-oxazolidin-3-ylmethyl)-phenoxy]-phenyl}-acetic acid methyl ester). RXN SMILES: [CH3:1][O:2][C:3](=[O:21])[CH2:4][C:5]1[CH:10]=[CH:9][CH:8]=[C:7]([O:11][C:12]2[CH:17]=[CH:16][C:15]([Br:18])=[CH:14][C:13]=2[CH2:19]Br)[CH:6]=1.[CH3:22][C@@H:23]1[C@H:27]([C:28]2[CH:33]=[CH:32][CH:31]=[CH:30][CH:29]=2)[O:26][C:25](=[O:34])[NH:24]1>>[CH3:1][O:2][C:3](=[O:21])[CH2:4][C:5]1[CH:10]=[CH:9][CH:8]=[C:7]([O:11][C:12]2[CH:17]=[CH:16][C:15]([Br:18])=[CH:14][C:13]=2[CH2:19][N:24]2[C@H:23]([CH3:22])[C@H:27]([C:28]3[CH:33]=[CH:32][CH:31]=[CH:30][CH:29]=3)[O:26][C:25]2=[O:34])[CH:6]=1. The reactants are COC(CC1=CC(=CC=C1)OC1=C(C=C(C=C1)Br)CBr)=O ([3-(4-bromo-2-bromomethyl-phenoxy)-phenyl]-acetic acid methyl ester), C[C@H]1NC(O[C@H]1C1=CC=CC=C1)=O ((4R,5S)-4-methyl-5-phenyl-2-oxazolidinone). Procedure details: Prepared according to the procedure described in Example 6, Step 5, using the following starting materials: [3-(4-bromo-2-bromomethyl-phenoxy)-phenyl]-acetic acid methyl ester and (4R,5S)-4-methyl-5-phenyl-2-oxazolidinone. Reactants: CCCc1cc(F)c2oc(C(=O)O)c(C)c2c1O, c1ccc2ncccc2c1. Yields the product CCCc1cc(F)c2occ(C)c2c1O. RXN SMILES: [CH3:1][c:2]1[c:3]([C:16]([OH:17])=[O:18])[o:4][c:5]2[c:6]1[c:7]([OH:15])[c:8]([CH2:12][CH2:13][CH3:14])[cH:9][c:10]2[F:11].[cH:19]1[cH:20][c:21]2[c:22]([n:23][cH:24][cH:25][cH:26]2)[cH:27][cH:28]1>>[CH3:1][c:2]1[cH:3][o:4][c:5]2[c:6]1[c:7]([OH:15])[c:8]([CH2:12][CH2:13][CH3:14])[cH:9][c:10]2[F:11]. Starting materials: [N+](=O)([O-])C1=CC=C(C(=O)NCCN2CC3=CC=CC=C3CC2)C=C1 (1,2,3,4-Tetrahydro-2-[2-(4-nitrobenzamido)ethyl]isoquinoline), [N+](=O)([O-])C1=CC=C(C=C1)S(=O)(=O)Cl (4-nitrobenzenesulfonyl chloride). The product is [N+](=O)([O-])C1=CC=C(C=C1)S(=O)(=O)NCCN1CC2=CC=CC=C2CC1 (1,2,3,4-Tetrahydro-2-[2-(4-nitrophenylsulfonamido)ethyl]isoquinoline). As a reaction SMILES: [N+](C1C=CC(C([NH:10][CH2:11][CH2:12][N:13]2[CH2:22][CH2:21][C:20]3[C:15](=[CH:16][CH:17]=[CH:18][CH:19]=3)[CH2:14]2)=O)=CC=1)([O-])=O.[N+:25]([C:28]1[CH:33]=[CH:32][C:31]([S:34](Cl)(=[O:36])=[O:35])=[CH:30][CH:29]=1)([O-:27])=[O:26]>>[N+:25]([C:28]1[CH:29]=[CH:30][C:31]([S:34]([NH:10][CH2:11][CH2:12][N:13]2[CH2:22][CH2:21][C:20]3[C:15](=[CH:16][CH:17]=[CH:18][CH:19]=3)[CH2:14]2)(=[O:36])=[O:35])=[CH:32][CH:33]=1)([O-:27])=[O:26]. Procedure: The title compound was prepared by Method A using 2-(2-aminoethyl)-1,2,3,4-tetrahydroisoquinoline (described in Example 174) and 4-nitrobenzenesulfonyl chloride to produce the desired product in 98% yield. This material was crystallized from EtOAc to afford a gold-colored solid; mp 142.5°-144.5° C.; IR (KBr) 3372, 3110, 2778, 1929, 1603, 1521, 1305, 1151, 969 and 739 cm-. The reactants are O=C([O-])[O-], CN(C)C=O, Fc1ccccc1-c1nc(Cl)c2ccccc2n1, [Cs+], [Cs+], c1cc2[nH]ccc2cn1. Product: Fc1ccccc1-c1nc(-n2ccc3cnccc32)c2ccccc2n1. As a reaction SMILES: [C:28](=[O:29])([O-:30])[O-:31].[CH3:34][N:35]([CH3:36])[CH:37]=[O:38].[Cl:1][c:2]1[n:3][c:4](-[c:12]2[c:13]([F:18])[cH:14][cH:15][cH:16][cH:17]2)[n:5][c:6]2[cH:7][cH:8][cH:9][cH:10][c:11]12.[Cs+:32].[Cs+:33].[nH:19]1[cH:20][cH:21][c:22]2[cH:23][n:24][cH:25][cH:26][c:27]12>>[c:2]1(-[n:19]2[cH:20][cH:21][c:22]3[cH:23][n:24][cH:25][cH:26][c:27]23)[n:3][c:4](-[c:12]2[c:13]([F:18])[cH:14][cH:15][cH:16][cH:17]2)[n:5][c:6]2[cH:7][cH:8][cH:9][cH:10][c:11]12.